describe an organic reaction: reactants, conditions, products, and yield From a dataset of the Open Reaction Database (ORD), a public repository of structured organic reaction records. Reactants: [Na+].COC1=CC=C(OC(C(=O)[O-])C)C=C1 ((-)-2-(4-methoxyphenoxy)propionic acid sodium salt), N[C@@H](CCC(=O)O)C(=O)[O-].[K+] (monopotassium glutamate). Product: N[C@@H](CCC(=O)O)C(=O)[O-].[Na+] (monosodium glutamate). Reaction SMILES: [Na+:1].COC1C=CC(OC(C)C([O-])=O)=CC=1.[NH2:16][C@H:17]([C:23]([O-:25])=[O:24])[CH2:18][CH2:19][C:20]([OH:22])=[O:21].[K+]>>[NH2:16][C@H:17]([C:23]([O-:25])=[O:24])[CH2:18][CH2:19][C:20]([OH:22])=[O:21].[Na+:1] |f:0.1,2.3,4.5|. Reported procedure: Addition of 0.5% by weight of (-)-2-(4-methoxyphenoxy)propionic acid sodium salt to monopotassium glutamate produced a flavor almost identical to monosodium glutamate. Virtually no bitter taste was detectable. The reactants are CNC([S-])=S.[Na+] (sodium N-methyldithiocarbamate), O (water), O1CCCC1 (tetrahydrofuran), ClC1=C(N=C(S1)NC(CCl)=O)/C(/C(=O)N[C@H]1[C@@H]2N(C(=C(CS2)COC(CC(C)=O)=O)C(=O)O)C1=O)=N/OC (7β-[2-(5-chloro-2-chloroacetamidothiazol-4-yl)-2(Z)-methoxyiminoacetamido]-3-(3-oxobutyryloxymetyl)-3-cephem-4-carboxylic acid). The solvent is C(C)(=O)OCC (Ethyl acetate). Reaction conditions: time 3 hour. Product: NC=1SC(=C(N1)/C(/C(=O)N[C@H]1[C@@H]2N(C(=C(CS2)COC(CC(C)=O)=O)C(=O)O)C1=O)=N/OC)Cl (7β-[2-(2-Amino-5-chlorothiazol-4-yl)-2(Z)-methoxyiminoacetamido]-3-(3-oxobutyryloxymethyl)-3-cephem-4-carboxylic acid). The yield is 88.7%. Reaction SMILES: O.O1CCCC1.[Cl:7][C:8]1[S:12][C:11]([NH:13]C(=O)CCl)=[N:10][C:9]=1/[C:18](=[N:42]/[O:43][CH3:44])/[C:19]([NH:21][C@@H:22]1[C:40](=[O:41])[N:24]2[C:25]([C:37]([OH:39])=[O:38])=[C:26]([CH2:29][O:30][C:31](=[O:36])[CH2:32][C:33](=[O:35])[CH3:34])[CH2:27][S:28][C@H:23]12)=[O:20].CNC(=S)[S-].[Na+]>C(OCC)(=O)C>[NH2:13][C:11]1[S:12][C:8]([Cl:7])=[C:9](/[C:18](=[N:42]/[O:43][CH3:44])/[C:19]([NH:21][C@@H:22]2[C:40](=[O:41])[N:24]3[C:25]([C:37]([OH:39])=[O:38])=[C:26]([CH2:29][O:30][C:31](=[O:36])[CH2:32][C:33](=[O:35])[CH3:34])[CH2:27][S:28][C@H:23]23)=[O:20])[N:10]=1 |f:3.4|. Procedure: To a mixture of 13 ml of water and 13 ml of tetrahydrofuran is dissolved 2.94 g of 7β-[2-(5-chloro-2-chloroacetamidothiazol-4-yl)-2(Z)-methoxyiminoacetamido]-3-(3-oxobutyryloxymetyl)-3-cephem-4-carboxylic acid. To the mixture is added 1.15 g of sodium N-methyldithiocarbamate in 3 portions with stirring at room temperature for 3 hours. Ethyl acetate is added to the reaction mixture and the ethyl acetate layer is separated and discarded. The aqueous layer is acidified with concentrated hydrochlori... The reactants are C(C)(=O)NC1CC(=NO1)C1=CC(=C(C=C1)N=[N+]=[N-])F (5-Acetamido-3-(4-azido-3-fluorophenyl)isoxazoline), C(C#C)(=O)OC (methyl propiolate). The solvent is C1=CC=CC=C1 (benzene). Reaction conditions: temperature 105 celsius. Product: C(C)(=O)NC1CC(=NO1)C1=CC(=C(C=C1)N1N=NC(=C1)C(=O)OC)F (5-acetamido-3-(4-(4-carbomethoxy-1,2,3-triazol-1-yl)-3-fluorophenyl)isoxazoline). Isolated yield 70.0%. RXN SMILES: [C:1]([NH:4][CH:5]1[O:9][N:8]=[C:7]([C:10]2[CH:15]=[CH:14][C:13]([N:16]=[N+:17]=[N-:18])=[C:12]([F:19])[CH:11]=2)[CH2:6]1)(=[O:3])[CH3:2].[C:20]([O:24][CH3:25])(=[O:23])[C:21]#[CH:22]>C1C=CC=CC=1>[C:1]([NH:4][CH:5]1[O:9][N:8]=[C:7]([C:10]2[CH:15]=[CH:14][C:13]([N:16]3[CH:22]=[C:21]([C:20]([O:24][CH3:25])=[O:23])[N:18]=[N:17]3)=[C:12]([F:19])[CH:11]=2)[CH2:6]1)(=[O:3])[CH3:2]. Procedure: 5-Acetamido-3-(4-azido-3-fluorophenyl)isoxazoline (277 mg) is combined with methyl propiolate (0.356 ml) in 3 ml benzene in a screw cap pressure tube under nitrogen. The reaction is warmed to 105° C. for 1 hour, is cooled to room temperature, and is washed into a recovery flask with ethyl acetate. The volatiles are removed in vucuo. The crude material is recrystallized from ethyl acetate to provide 252 mg (70%/) of 5-acetamido-3-(4-(4-carbomethoxy-1,2,3-triazol-1-yl)-3-fluorophenyl)isoxazoline a... The product is N#Cc1ccc(CBr)nc1. Starting materials: O=C1CCC(=O)N1Br, ClC(Cl)(Cl)Cl, Cc1ccc(C#N)cn1, CC(C)(C#N)N=NC(C)(C)C#N. RXN SMILES: [Br:10][N:11]1[C:12](=[O:13])[CH2:14][CH2:15][C:16]1=[O:17].[C:30]([Cl:31])([Cl:32])([Cl:33])[Cl:34].[CH3:1][c:2]1[n:3][cH:4][c:5]([C:6]#[N:7])[cH:8][cH:9]1.[N:18]#[C:19][C:20]([N:21]=[N:22][C:23]([C:24]#[N:25])([CH3:26])[CH3:27])([CH3:28])[CH3:29]>>[CH2:1]([c:2]1[n:3][cH:4][c:5]([C:6]#[N:7])[cH:8][cH:9]1)[Br:10]. Starting materials: [BH4-], CC(=O)O, CCC(O)CCC(=O)NCc1ccc(OC)cc1, [Na+], C1CCOC1. The product is CCC(O)CCCNCc1ccc(OC)cc1. RXN SMILES: [BH4-:1].[CH3:21][C:22](=[O:23])[OH:24].[CH3:3][O:4][c:5]1[cH:6][cH:7][c:8]([CH2:9][NH:10][C:11]([CH2:12][CH2:13][CH:14]([CH2:15][CH3:16])[OH:17])=[O:18])[cH:19][cH:20]1.[Na+:2].[O:25]1[CH2:26][CH2:27][CH2:28][CH2:29]1>>[CH3:3][O:4][c:5]1[cH:6][cH:7][c:8]([CH2:9][NH:10][CH2:11][CH2:12][CH2:13][CH:14]([CH2:15][CH3:16])[OH:17])[cH:19][cH:20]1. Reactants: CN(C(OC(C)(C)C)=O)C1CCN(CC1)CC(C)=O (tert-butyl N-methyl-[1-(2-oxopropyl)piperidin-4-yl]carbamate), O (water), [I-].C[S+](=O)(C)C (Trimethylsulfoxonium iodide), [H-].[Na+] (sodium hydride). The solvent is CS(=O)C (dimethylsulfoxide), CS(=O)C (dimethylsulfoxide). Run at time 1.5 hour. Yields the product CN(C(OC(C)(C)C)=O)C1CCN(CC1)CC1(OC1)C (tert-butyl N-methyl-[1-(2-methyl-2-oxiranylmethyl)piperidin-4-yl]carbamate). Yield: 86.9%. RXN SMILES: [I-].[CH3:2][S+](C)(C)=O.[H-].[Na+].[CH3:9][N:10]([CH:18]1[CH2:23][CH2:22][N:21]([CH2:24][C:25](=[O:27])[CH3:26])[CH2:20][CH2:19]1)[C:11](=[O:17])[O:12][C:13]([CH3:16])([CH3:15])[CH3:14].O>CS(C)=O>[CH3:9][N:10]([CH:18]1[CH2:19][CH2:20][N:21]([CH2:24][C:25]2([CH3:2])[CH2:26][O:27]2)[CH2:22][CH2:23]1)[C:11](=[O:17])[O:12][C:13]([CH3:16])([CH3:14])[CH3:15] |f:0.1,2.3|. Reported procedure: Trimethylsulfoxonium iodide (1.96 g, 8.89 mmol) was gradually added to a suspension of sodium hydride (372 mg, 9.32 mmol) in dimethylsulfoxide (20 ml), and the mixture was stirred at room temperature for 1.5 hours. To which a solution of tert-butyl N-methyl-[1-(2-oxopropyl)piperidin-4-yl]carbamate (2.3 g, 8.5 mmol) in dimethylsulfoxide (20 ml) was added, and the mixture was stirred at room temperature for 2 hours. The reaction mixture was poured into iced water, and extracted with diethyl ether.... Reactants: O=C([O-])[O-], CC#N, [Cl-], Cc1cnc(Cl)c(CCl)c1, [Cs+], [K+], [K+], O=[N+]([O-])N=C1NCCN1. Product: Cc1cnc(Cl)c(CN2CCNC2=N[N+](=O)[O-])c1. RXN SMILES: [C:20](=[O:21])([O-:22])[O-:23].[CH3:28][C:29]#[N:30].[Cl-:26].[Cl:1][c:2]1[n:3][cH:4][c:5]([CH3:10])[cH:6][c:7]1[CH2:8][Cl:9].[Cs+:27].[K+:24].[K+:25].[N+:11](=[O:12])([O-:13])[N:14]=[C:15]1[NH:16][CH2:17][CH2:18][NH:19]1>>[Cl:1][c:2]1[n:3][cH:4][c:5]([CH3:10])[cH:6][c:7]1[CH2:8][N:16]1[C:15](=[N:14][N+:11](=[O:12])[O-:13])[NH:19][CH2:18][CH2:17]1.